This data is from the Open Reaction Database (ORD), a public repository of structured organic reaction records. The task is: describe an organic reaction: reactants, conditions, products, and yield Procedure details: 2,4-diphenyl-6-fluoroaniline (12 mmol), bromobenzene (10 mmol), tris(dibenzylideneacetone)dipalladium(0) (0.15 mmol), (±)-2,2′-bis(diphenylphosphine)-1,1′-binaphthalene (0.3 mmol) and sodium tert-butoxie (14 mmol) are put in a two-neck round-bottom flask and dissolved in toluene (30 mL). Subsequently, the resulting solution is stirred in a bath under a temperature of about 100° C. for 24 hours. After completion of the reaction, toluene is removed. The reaction mixture is extracted with dichlorom... Reaction SMILES: [C:1]1([C:7]2[CH:13]=[C:12]([C:14]3[CH:19]=[CH:18][CH:17]=[CH:16][CH:15]=3)[CH:11]=[C:10]([F:20])[C:8]=2[NH2:9])[CH:6]=[CH:5][CH:4]=[CH:3][CH:2]=1.Br[C:22]1[CH:27]=[CH:26][CH:25]=[CH:24][CH:23]=1.[Na]>C1(C)C=CC=CC=1.C1C=CC(/C=C/C(/C=C/C2C=CC=CC=2)=O)=CC=1.C1C=CC(/C=C/C(/C=C/C2C=CC=CC=2)=O)=CC=1.C1C=CC(/C=C/C(/C=C/C2C=CC=CC=2)=O)=CC=1.[Pd].[Pd]>[C:1]1([C:7]2[CH:13]=[C:12]([C:14]3[CH:15]=[CH:16][CH:17]=[CH:18][CH:19]=3)[CH:11]=[C:10]([F:20])[C:8]=2[NH:9][C:22]2[CH:27]=[CH:26][CH:25]=[CH:24][CH:23]=2)[CH:6]=[CH:5][CH:4]=[CH:3][CH:2]=1 |f:4.5.6.7.8,^1:27|. Reactants: C1(=CC=CC=C1)C1=C(N)C(=CC(=C1)C1=CC=CC=C1)F (2,4-diphenyl-6-fluoroaniline), BrC1=CC=CC=C1 (bromobenzene), (±)-2,2′-bis(diphenylphosphine) 1,1′-binaphthalene, [Na] (sodium). Product: C1(=CC=CC=C1)C1=C(C(=CC(=C1)C1=CC=CC=C1)F)NC1=CC=CC=C1 (2,4-diphenyl-6-fluoro-N-phenylbenzenamine). Reagents/catalysts: C=1C=CC(=CC1)/C=C/C(=O)/C=C/C2=CC=CC=C2.C=1C=CC(=CC1)/C=C/C(=O)/C=C/C2=CC=CC=C2.C=1C=CC(=CC1)/C=C/C(=O)/C=C/C2=CC=CC=C2.[Pd].[Pd] (tris(dibenzylideneacetone)dipalladium(0)). Conditions: temperature 100 celsius, time 24 hour. Solvent: C1(=CC=CC=C1)C (toluene), C1(=CC=CC=C1)C (toluene). The yield is 73.7%. Starting materials: BrCCOCC1=CC=C(C=C1)OC (1-(2-bromo-ethoxymethyl)-4-methoxy-benzene), N12C[C@@H](C(CC1)CC2)OC(=O)C2(CCCCCC2)C2=CC=CC=C2 (1-phenyl-cycloheptanecarboxylic acid (R)-(1-aza-bicyclo[2.2.2]oct-3-yl)ester), BrCCOCC1=CC=C(C=C1)OC (1-(2-bromo-ethoxymethyl)-4-methoxy -benzene). As a reaction SMILES: Br[CH2:2][CH2:3][O:4][CH2:5][C:6]1[CH:11]=[CH:10][C:9]([O:12][CH3:13])=[CH:8][CH:7]=1.[N:14]12[CH2:21][CH2:20][CH:17]([CH2:18][CH2:19]1)[C@@H:16]([O:22][C:23]([C:25]1([C:32]3[CH:37]=[CH:36][CH:35]=[CH:34][CH:33]=3)[CH2:31][CH2:30][CH2:29][CH2:28][CH2:27][CH2:26]1)=[O:24])[CH2:15]2>CC#N>[CH:23]([O-:24])=[O:22].[CH3:13][O:12][C:9]1[CH:10]=[CH:11][C:6]([CH2:5][O:4][CH2:3][CH2:2][N+:14]23[CH2:21][CH2:20][CH:17]([CH2:18][CH2:19]2)[C@@H:16]([O:22][C:23]([C:25]2([C:32]4[CH:33]=[CH:34][CH:35]=[CH:36][CH:37]=4)[CH2:31][CH2:30][CH2:29][CH2:28][CH2:27][CH2:26]2)=[O:24])[CH2:15]3)=[CH:7][CH:8]=1 |f:3.4|. The solvent is CC#N (MeCN). Yields the product C(=O)[O-].COC1=CC=C(COCC[N+]23C[C@@H](C(CC2)CC3)OC(=O)C3(CCCCCC3)C3=CC=CC=C3)C=C1 ((R)-1-[2-(4-methoxy-benzyloxy)-ethyl]-3-(1-phenyl-cycloheptanecarbonyloxy)-1-azonia-bicyclo[2.2.2]octane formate). Reported procedure: A mixture of 1-(2-bromo-ethoxymethyl)-4-methoxy-benzene (42 mg) and 1-phenyl-cycloheptanecarboxylic acid (R)-(1-aza-bicyclo[2.2.2]oct-3-yl)ester (Example 14e) (50 mg) in MeCN (1 mL) was stirred at room temperature for 16 h then heated to 80° C. under nitrogen overnight. A further 1.1 equivalents of 1-(2-bromo-ethoxymethyl)-4-methoxy -benzene were added and the mixture was heated at 80° C. for a further 48 h. The volatiles were evaporated and the crude product was purified by silica gel chromatog... The yield is 148.6%. Run at time 16 hour. The reactants are [OH-].[Na+] (NaOH), C(C)(=O)C1=CC(=C(C=C1)CC(=O)OCC)NC(=O)OCC=C (Ethyl (4-acetyl-2-{[(allyloxy)carbonyl]amino}phenyl)acetate), Cl (hydrochloric acid). Solvent: C(C)O (ethanol), C(C)O (ethanol). Conditions: time 1 hour. Product: C(C)(=O)C1=CC(=C(C=C1)CC(=O)O)NC(=O)OCC=C ((4-Acetyl-2-{[(allyloxy)carbonyl]amino}phenyl)acetic acid). Isolated yield 70.1%. RXN SMILES: [C:1]([C:4]1[CH:9]=[CH:8][C:7]([CH2:10][C:11]([O:13]CC)=[O:12])=[C:6]([NH:16][C:17]([O:19][CH2:20][CH:21]=[CH2:22])=[O:18])[CH:5]=1)(=[O:3])[CH3:2].[OH-].[Na+].Cl>C(O)C>[C:1]([C:4]1[CH:9]=[CH:8][C:7]([CH2:10][C:11]([OH:13])=[O:12])=[C:6]([NH:16][C:17]([O:19][CH2:20][CH:21]=[CH2:22])=[O:18])[CH:5]=1)(=[O:3])[CH3:2] |f:1.2|. Reported procedure: Ethyl (4-acetyl-2-{[(allyloxy)carbonyl]amino}phenyl)acetate (17.6 g) prepared by step e) and step f) was dissolved in ethanol (176 mL) and thereto was added at 0° C. 1M aqueous NaOH solution (132 mL), followed by stirring for 1 hour. To the reaction solution was added 2M hydrochloric acid (400 mL), and ethanol was removed in vacuo. The resulting solid was collected by filtration and washed with 2M hydrochloric acid, and dried in vacuo to give the object compound as a pale brown solid (11.2 g, 70... As a reaction SMILES: [Br:1][c:2]1[n:3][c:4]([CH3:8])[cH:5][cH:6][cH:7]1.[CH2:19]1[O:20][CH2:21][CH2:22][CH2:23]1.[CH:9]([N-:10][CH:11]([CH3:12])[CH3:13])([CH3:14])[CH3:15].[I:17][CH3:18].[Li+:16]>>[Br:1][c:2]1[n:3][c:4]([CH2:8][CH3:9])[cH:5][cH:6][cH:7]1. Product: CCc1cccc(Br)n1. Starting materials: Cc1cccc(Br)n1, C1CCOC1, CC(C)[N-]C(C)C, CI, [Li+].